Dataset: the Open Reaction Database (ORD), a public repository of structured organic reaction records. Task: describe an organic reaction: reactants, conditions, products, and yield Reaction SMILES: C(O[C:9]1[CH:14]=[CH:13][C:12]([C:15](=[O:23])[CH2:16][C:17]2[CH:22]=[CH:21][N:20]=[CH:19][CH:18]=2)=[CH:11][CH:10]=1)C1C=CC=CC=1.CON(C)C(=O)C1C=CC([CH2:34][O:35][Si:36]([CH:43]([CH3:45])[CH3:44])([CH:40]([CH3:42])[CH3:41])[CH:37]([CH3:39])[CH3:38])=CC=1>>[N:20]1[CH:19]=[CH:18][C:17]([CH2:16][C:15]([C:12]2[CH:11]=[CH:10][C:9]([CH2:34][O:35][Si:36]([CH:37]([CH3:39])[CH3:38])([CH:43]([CH3:45])[CH3:44])[CH:40]([CH3:42])[CH3:41])=[CH:14][CH:13]=2)=[O:23])=[CH:22][CH:21]=1. Yields the product N1=CC=C(C=C1)CC(=O)C1=CC=C(C=C1)CO[Si](C(C)C)(C(C)C)C(C)C (2-Pyridin-4-yl-1-(4-triisopropylsilanyloxymethyl-phenyl)-ethanone). Procedure: Following the procedure for the preparation of 1-(4-Benzyloxy-phenyl)-2-pyridin-4-yl-ethanone but substituting N-Methoxy-N-methyl-4-triisopropylsilanyloxymethyl-benzamide provided the title compound. MS: (M+H m/z=384.1). The reactants are C(C1=CC=CC=C1)OC1=CC=C(C=C1)C(CC1=CC=NC=C1)=O (1-(4-Benzyloxy-phenyl)-2-pyridin-4-yl-ethanone), CON(C(C1=CC=C(C=C1)CO[Si](C(C)C)(C(C)C)C(C)C)=O)C (N-Methoxy-N-methyl-4-triisopropylsilanyloxymethyl-benzamide). Starting materials: CCN=C=NCCCN(C)C, CC#N, Cl, O=C(O)c1ccc(F)c2ccccc12, NC(Cc1ccc(C(F)(F)F)cc1)C(O)c1ccoc1, O, On1nnc2ccccc21. The product is O=C(NC(Cc1ccc(C(F)(F)F)cc1)C(O)c1ccoc1)c1ccc(F)c2ccccc12. As a reaction SMILES: [CH2:36]([N:37]=[C:38]=[N:39][CH2:40][CH2:41][CH2:42][N:43]([CH3:44])[CH3:45])[CH3:46].[CH3:57][C:58]#[N:59].[ClH:35].[F:21][c:22]1[cH:23][cH:24][c:25]([C:32](=[O:33])[OH:34])[c:26]2[cH:27][cH:28][cH:29][cH:30][c:31]12.[NH2:1][CH:2]([CH:3]([OH:4])[c:5]1[cH:6][o:7][cH:8][cH:9]1)[CH2:10][c:11]1[cH:12][cH:13][c:14]([C:17]([F:18])([F:19])[F:20])[cH:15][cH:16]1.[OH2:60].[OH:47][n:48]1[c:49]2[cH:50][cH:51][cH:52][cH:53][c:54]2[n:55][n:56]1>>[NH:1]([CH:2]([CH:3]([OH:4])[c:5]1[cH:6][o:7][cH:8][cH:9]1)[CH2:10][c:11]1[cH:12][cH:13][c:14]([C:17]([F:18])([F:19])[F:20])[cH:15][cH:16]1)[C:32]([c:25]1[cH:24][cH:23][c:22]([F:21])[c:31]2[c:26]1[cH:27][cH:28][cH:29][cH:30]2)=[O:33]. The product is FC1=CC=C(C=C1)C1CN(C1)C(=O)NCC#C (3-(4-fluoropenyl)-N-(2-propynyl)azetidine-1-carboxamide). Solvent: ClCCl (dichloromethane), C1(=CC=CC=C1)C (toluene). Run at time 90 minute. Procedure details: To a stirred solution of 3-(4fluorophenyl)-1-(diphenylmethyl)azetidine (17) (0.38 g) in dichloromethane (5 mL) at 0° C. was added dropwise a solution of 20% phosgene in toluene (1.4 mL). The mixture was stirred for 90 minutes then concentrated in vacuo. To the concentrate was added dichloromethane (5 mL) and to this solution at 0° C. was added, dropwise, with stirring propargylaminc (0.3 mL). The mixture was stirred for 18 hrs at room temperature, diluted with dichworomethane (20 mL), washed (wa... Reaction SMILES: [F:1][C:2]1[CH:7]=[CH:6][C:5]([CH:8]2[CH2:11][N:10](C(C3C=CC=CC=3)C3C=CC=CC=3)[CH2:9]2)=[CH:4][CH:3]=1.[C:25](Cl)(Cl)=[O:26]>ClCCl.C1(C)C=CC=CC=1>[F:1][C:2]1[CH:3]=[CH:4][C:5]([CH:8]2[CH2:9][N:10]([C:25]([NH:10][CH2:9][C:8]#[CH:5])=[O:26])[CH2:11]2)=[CH:6][CH:7]=1. Reactants: FC1=CC=C(C=C1)C1CN(C1)C(C1=CC=CC=C1)C1=CC=CC=C1 (3(4-Fluorophenyl)-1-(diphenylmethyl)azetidine), C(=O)(Cl)Cl (phosgene). Reactants: C(O)([O-])=O.[Na+] (sodium hydrogencarbonate), O1CCCC=C1 (3,4-dihydro-2H-pyran), C1(=CC=C(C=C1)S(=O)(=O)[O-])C.[NH+]1=CC=CC=C1 (pyridinium p-toluenesulfonate), BrC=1C=C2C=NNC2=CC1 (5-bromo-1H-indazole). The solvent is C(Cl)Cl (methylene chloride). Product: BrC=1C=C2C=NN(C2=CC1)C1OCCCC1 (5-bromo-1-tetrahydro-2H-pyran-2-yl-1H-indazole). The yield is 94.0%. As a reaction SMILES: [O:1]1[CH:6]=[CH:5][CH2:4][CH2:3][CH2:2]1.C1(C)C=CC(S([O-])(=O)=O)=CC=1.[NH+]1C=CC=CC=1.[Br:24][C:25]1[CH:26]=[C:27]2[C:31](=[CH:32][CH:33]=1)[NH:30][N:29]=[CH:28]2.C(=O)([O-])O.[Na+]>C(Cl)Cl>[Br:24][C:25]1[CH:26]=[C:27]2[C:31](=[CH:32][CH:33]=1)[N:30]([CH:6]1[CH2:5][CH2:4][CH2:3][CH2:2][O:1]1)[N:29]=[CH:28]2 |f:1.2,4.5|. Procedure: 3,4-dihydro-2H-pyran (0.84 ml, 9.21 mmol) and pyridinium p-toluenesulfonate (202 mg, 0.804 mmol) were added to a solution of 5-bromo-1H-indazole (790 mg, 4.01 mmol) in methylene chloride (15 ml) at room temperature, and the resulting mixture was refluxed for 6 hours. Then, the reaction solution was poured into a saturated aqueous sodium hydrogencarbonate solution and extracted with chloroform. The organic layer was washed with a saturated aqueous sodium chloride solution and then dried over anhy... Starting materials: O1CCOCC1 (1,4-dioxane), Cl (hydrogen chloride), C(C)(C)(C)OC(=O)N1C(CSCC1)C(=O)N1CCCC1 (4-(t-butoxycarbonyl)-3-(pyrrolidine-1-carbonyl)-thiomorpholine). The solvent is CO (methanol). Yields the product Cl.N1(CCCC1)C(=O)C1NCCSC1 (3-(pyrrolidine-1-carbonyl)-thiomorpholine monohydrochloride). Isolated yield 96.0%. Reaction SMILES: C(OC([N:8]1[CH2:13][CH2:12][S:11][CH2:10][CH:9]1[C:14]([N:16]1[CH2:20][CH2:19][CH2:18][CH2:17]1)=[O:15])=O)(C)(C)C.O1CCOCC1.[ClH:27]>CO>[ClH:27].[N:16]1([C:14]([CH:9]2[CH2:10][S:11][CH2:12][CH2:13][NH:8]2)=[O:15])[CH2:17][CH2:18][CH2:19][CH2:20]1 |f:4.5|. Procedure: 4-(t-butoxycarbonyl)-3-(pyrrolidine-1-carbonyl)-thiomorpholine (3.2 g) was dissolved in 50 ml of methanol. A 4N 1,4-dioxane solution of hydrogen chloride (13.1 ml) was added, and the solution was condensed to yield white crystals. These crystals was recrystallized from ethanol and diethyl ether to give 2.47 g (96%) of 3-(pyrrolidine-1-carbonyl)-thiomorpholine monohydrochloride. Starting materials: C(C)(C)(C)OC(NC1=NC(=CC=C1)CC(N(CC)CC)=O)=O ((6-Diethylcarbamoylmethyl-pyridin-2-yl)-carbamic acid tert-butyl ester), FC(C(=O)O)(F)F (trifluoro-acetic acid). Run in C(Cl)Cl (CH2Cl2). Run at temperature 10 celsius, time 1.5 hour. The product is NC1=CC=CC(=N1)CC(=O)N(CC)CC (2-(6-amino-pyridin-2-yl)-N,N-diethyl-acetamide). The yield is 109.7%. As a reaction SMILES: C(OC(=O)[NH:7][C:8]1[CH:13]=[CH:12][CH:11]=[C:10]([CH2:14][C:15](=[O:21])[N:16]([CH2:19][CH3:20])[CH2:17][CH3:18])[N:9]=1)(C)(C)C.FC(F)(F)C(O)=O>C(Cl)Cl>[NH2:7][C:8]1[N:9]=[C:10]([CH2:14][C:15]([N:16]([CH2:17][CH3:18])[CH2:19][CH3:20])=[O:21])[CH:11]=[CH:12][CH:13]=1. Procedure details: (6-Diethylcarbamoylmethyl-pyridin-2-yl)-carbamic acid tert-butyl ester (0.2 g) in CH2Cl2 (10 mL) was treated at RT with trifluoro-acetic acid (0.5 mL) and the solution was stirred for 1.5 h until the reaction was complete according to the analysis. The mixture was allowed to warm to 10° C. and partitioned between aqueous diluted KHCO3 and AcOEt, the layers were separated, the organic layer dried over Na2SO4, filtered, evaporated to give 2-(6-amino-pyridin-2-yl)-N,N-diethyl-acetamide (148 mg) as ... Starting materials: C(C)(C)(C)OC(=O)N1CCCC12CNCCC2 (1,7-Diazaspiro[4.5]decane-1-carboxylic acid tert-butyl ester), ClC=1C2=C(N=CN1)NC=C2 (4-chloro-7H-pyrrolo[2,3-d]pyrimidine), C([O-])([O-])=O.[K+].[K+] (potassium carbonate). The solvent is O (water), O (water). Run at time 1.5 hour. Yields the product C(C)(C)(C)OC(=O)N1CCCC12CN(CCC2)C=2C1=C(N=CN2)NC=C1 (7-(7H-pyrrolo[2,3-d]pyrimidin-4-yl)-1,7-diazaspiro[4.5]decane-1-carboxylic acid tert-butyl ester). Isolated yield 79.1%. As a reaction SMILES: [C:1]([O:5][C:6]([N:8]1[C:12]2([CH2:17][CH2:16][CH2:15][NH:14][CH2:13]2)[CH2:11][CH2:10][CH2:9]1)=[O:7])([CH3:4])([CH3:3])[CH3:2].Cl[C:19]1[C:20]2[CH:27]=[CH:26][NH:25][C:21]=2[N:22]=[CH:23][N:24]=1.C(=O)([O-])[O-].[K+].[K+]>O>[C:1]([O:5][C:6]([N:8]1[C:12]2([CH2:17][CH2:16][CH2:15][N:14]([C:19]3[C:20]4[CH:27]=[CH:26][NH:25][C:21]=4[N:22]=[CH:23][N:24]=3)[CH2:13]2)[CH2:11][CH2:10][CH2:9]1)=[O:7])([CH3:4])([CH3:2])[CH3:3] |f:2.3.4|. Procedure details: 1,7-Diazaspiro[4.5]decane-1-carboxylic acid tert-butyl ester (51 mg) was mixed with 4-chloro-7H-pyrrolo[2,3-d]pyrimidine (36 mg), potassium carbonate (59 mg) and water (1 ml), and the mixture was stirred for 1.5 hours with refluxing. The mixture was cooled to room temperature, and thereto was added water. The mixture was extracted with chloroform. The organic layer was washed with saturated aqueous sodium chloride solution, dried over anhydrous sodium sulfate and concentrated under reduced press... Yields the product O=[N+]([O-])c1ccc(C=CS(=O)(=O)N=C(Cl)c2ccccc2)cc1. RXN SMILES: [CH3:36][CH2:37][O:38][C:39](=[O:40])[CH3:41].[Cl:30][P:31]([Cl:32])([Cl:33])([Cl:34])[Cl:35].[N+:1](=[O:2])([O-:3])[c:4]1[cH:5][cH:6][c:7]([CH:8]=[CH:9][S:10](=[O:11])(=[O:12])[NH:13][C:14]([c:15]2[cH:16][cH:17][cH:18][cH:19][cH:20]2)=[O:21])[cH:22][cH:23]1.[cH:24]1[cH:25][cH:26][cH:27][cH:28][cH:29]1>>[N+:1](=[O:2])([O-:3])[c:4]1[cH:5][cH:6][c:7]([CH:8]=[CH:9][S:10](=[O:11])(=[O:12])[N:13]=[C:14]([c:15]2[cH:16][cH:17][cH:18][cH:19][cH:20]2)[Cl:30])[cH:22][cH:23]1. Reactants: CCOC(C)=O, ClP(Cl)(Cl)(Cl)Cl, O=C(NS(=O)(=O)C=Cc1ccc([N+](=O)[O-])cc1)c1ccccc1, c1ccccc1. Reactants: COC(CC1=C(NC2=CC=C(C=C12)OC)C1CC1)=O (2-cyclopropyl-5-methoxyl-1H-indole-3-acetic acid methyl ester), [H-].[Na+] (NaH), C(C1=CC=CC=C1)Cl (benzyl chloride). Run in O (water), CN(C)C=O (DMF). Run at time 0.5 hour. The product is COC(CC1=C(N(C2=CC=C(C=C12)OC)CC1=CC=CC=C1)C1CC1)=O (2-cyclopropyl-5-methoxy-1-(phenylmethyl)-1H-indole-3-acetic acid methyl ester). Yield: 4.0%. RXN SMILES: [CH3:1][O:2][C:3](=[O:19])[CH2:4][C:5]1[C:13]2[C:8](=[CH:9][CH:10]=[C:11]([O:14][CH3:15])[CH:12]=2)[NH:7][C:6]=1[CH:16]1[CH2:18][CH2:17]1.[H-].[Na+].[CH2:22](Cl)[C:23]1[CH:28]=[CH:27][CH:26]=[CH:25][CH:24]=1>CN(C=O)C.O>[CH3:1][O:2][C:3](=[O:19])[CH2:4][C:5]1[C:13]2[C:8](=[CH:9][CH:10]=[C:11]([O:14][CH3:15])[CH:12]=2)[N:7]([CH2:22][C:23]2[CH:28]=[CH:27][CH:26]=[CH:25][CH:24]=2)[C:6]=1[CH:16]1[CH2:17][CH2:18]1 |f:1.2|. Procedure details: A solution of 3.8 g (146 mmol) of 2-cyclopropyl-5-methoxyl-1H-indole-3-acetic acid methyl ester in 50 mL of DMF was treated with 0.59 g (0146 mol) of 60% NaH/mineral oil, stirred 0.5 hour, and 1.69 mL (146 mmol) of benzyl chloride added. After 20 hours, the reaction mixture was diluted with water, extracted with EtOAc, the EtOAc solution was washed four times with water and dried over Na2SO4. After concentrating at reduced pressure, the product was purified by chromatography on silica, eluting w...